Dataset: the Open Reaction Database (ORD), a public repository of structured organic reaction records. Task: describe an organic reaction: reactants, conditions, products, and yield Starting materials: CC(C)(C)OC(=O)N1CCC2(CC1)SCc1ccccc12, ClCCl, Cl, C1COCCO1. Yields the product Cl, c1ccc2c(c1)CSC21CCNCC1. As a reaction SMILES: [C:1]([O:2][C:3](=[O:4])[N:8]1[CH2:9][CH2:10][C:11]2([S:12][CH2:13][c:14]3[c:15]2[cH:16][cH:17][cH:18][cH:19]3)[CH2:20][CH2:21]1)([CH3:5])([CH3:6])[CH3:7].[CH2:23]([Cl:24])[Cl:25].[ClH:22].[O:26]1[CH2:27][CH2:28][O:29][CH2:30][CH2:31]1>>[ClH:22].[NH:8]1[CH2:9][CH2:10][C:11]2([S:12][CH2:13][c:14]3[c:15]2[cH:16][cH:17][cH:18][cH:19]3)[CH2:20][CH2:21]1. Reactants: O=C1N(C(C2=CC=CC=C12)=O)CC1=CC2=C(NC(=N2)CC2=NC3=C(N2C)C=CC(=C3)C(=O)O)C=C1 (2-[5-(1,3-Dioxo-1,3-dihydroisoindol-2-ylmethyl)-1H-benzoimidazol-2-ylmethyl]-1-methyl-1H-benzoimidazole-5-carboxylic acid), ON1N=NC2=C1C=CC=C2 (1-hydroxybenzotriazole), Cl.CN(CCCN=C=NCC)C (1-(3-dimethylaminopropyl)-3-ethylcarbodiimide hydrochloride), mono-BOC, NCCCN (1,3-diaminopropane), CN1CCOCC1 (N-methylmorpholine). Solvent: C(Cl)Cl (methylene chloride), C(Cl)Cl (methylene chloride), CN(C)C=O (DMF). Conditions: time 20 hour. Yields the product O=C1N(C(C2=CC=CC=C12)=O)CC=1C=CC2=C(NC(=N2)CC2=NC3=C(N2C)C=CC(=C3)C(=O)NCCCN)C1 (2-[6-(1,3-dioxo-1,3-dihydroisoindol-2-ylmethyl)-1H-benzoimidazol-2-ylmethyl]-1-methyl-N-(3-aminopropyl)-1H-benzoimidazole-5-carboxamide). The yield is 35.5%. As a reaction SMILES: [O:1]=[C:2]1[C:10]2[C:5](=[CH:6][CH:7]=[CH:8][CH:9]=2)[C:4](=[O:11])[N:3]1[CH2:12][C:13]1[CH:35]=[CH:34][C:16]2[NH:17][C:18]([CH2:20][C:21]3[N:25]([CH3:26])[C:24]4[CH:27]=[CH:28][C:29]([C:31]([OH:33])=O)=[CH:30][C:23]=4[N:22]=3)=[N:19][C:15]=2[CH:14]=1.ON1C2C=CC=CC=2N=N1.Cl.C[N:48](C)[CH2:49][CH2:50][CH2:51][N:52]=C=NCC.NCCCN.CN1CCOCC1>C(Cl)Cl.CN(C=O)C>[O:1]=[C:2]1[C:10]2[C:5](=[CH:6][CH:7]=[CH:8][CH:9]=2)[C:4](=[O:11])[N:3]1[CH2:12][C:13]1[CH:35]=[CH:34][C:16]2[N:17]=[C:18]([CH2:20][C:21]3[N:25]([CH3:26])[C:24]4[CH:27]=[CH:28][C:29]([C:31]([NH:48][CH2:49][CH2:50][CH2:51][NH2:52])=[O:33])=[CH:30][C:23]=4[N:22]=3)[NH:19][C:15]=2[CH:14]=1 |f:2.3|. Reported procedure: 2-[5-(1,3-Dioxo-1,3-dihydroisoindol-2-ylmethyl)-1H-benzoimidazol-2-ylmethyl]-1-methyl-1H-benzoimidazole-5-carboxylic acid (0.05 g, 0.108 mmol), 1-hydroxybenzotriazole (0.016 g, 0.118 mmol), 1-(3-dimethylaminopropyl)-3-ethylcarbodiimide hydrochloride (0.023 g, 0.12 mmol) and the mono-BOC protected derivative of 1,3-diaminopropane were dissolved at 0° C. in methylene chloride (1 mL) and DMF (minimal amount sufficient to effect a solution). The solution was adjusted to pH-8 with N-methylmorpholine ... Starting materials: COC(C(O)C1CC1)=O ((rac.)-2-cyclopropyl-2-hydroxy-acetic acid methyl ester), O.NN (hydrazine hydrate). Solvent: CO (methanol). Yields the product C1(CC1)C(C(=O)NN)O ((rac.)-2-Cyclopropyl-2-hydroxy-acetic acid hydrazide). The yield is 69.0%. RXN SMILES: C[O:2][C:3](=O)[CH:4]([CH:6]1[CH2:8][CH2:7]1)[OH:5].O.[NH2:11][NH2:12]>CO>[CH:6]1([CH:4]([OH:5])[C:3]([NH:11][NH2:12])=[O:2])[CH2:8][CH2:7]1 |f:1.2|. Reported procedure: As described for example 112a, (rac.)-2-cyclopropyl-2-hydroxy-acetic acid methyl ester (Newall, Christopher Earle; Foxton, Michael Walter; Hartley, Charles David; Looker, Brian Edgar. Cephalosporin antibiotics. Eur. Pat. Appl. (1985), 57 pp) in methanol was reacted with hydrazine hydrate (1.0 equivalent) at rt for 76 h. All volatiles were evaporated and the residue was triturated with hexane to afford the title compound as a white solid (yield: 69%). MS: m/e=112.2 [M−H2O]+. The reactants are ClCCC[SiH2]C(Cl)Cl (3-chloropropyl dichloromethylsilane), C(=C)[Mg]Cl (vinylmagnesium chloride), C1CCOC1 (THF). Conditions: time 2 hour. Product: ClCCC[Si](C=C)(C=C)C (3-chloropropylmethyldivinylsilane). Isolated yield 91.0%. RXN SMILES: [Cl:1][CH2:2][CH2:3][CH2:4][SiH2:5][CH:6](Cl)Cl.[CH:9]([Mg]Cl)=[CH2:10].[CH2:13]1COC[CH2:14]1>>[Cl:1][CH2:2][CH2:3][CH2:4][Si:5]([CH3:6])([CH:9]=[CH2:10])[CH:13]=[CH2:14]. Procedure details: The above-synthesized 3-chloropropyldichloromethylsilane (3) (9 g, 52.2 mmol) was dissolved in 50 mL of THF, to which 1.6 M vinylmagnesium chloride (98 mL, 157 mmol) was then slowly added at 0°, and the mixture was stirred for 2 hours. After the reaction, the organic layer was extracted with NH4Cl aqueous solution and ether, and washed with saturated NaCl. The washed organic layer was dried with anhydrous MgSO4 and then filtered through celite to remove MgSO4. After evaporating the solvent, and ... The reactants are C([O-])([O-])=O.[Cs+].[Cs+] (cesium carbonate), CB(O)O (methyl boronic acid), ClCCl (dichloromethane), C(C)(C)OC(=O)N1CCC[C@@H](C2=C1C=1CCCC1C(=C2)Br)NCC2=CC(=CC(=C2)C(F)(F)F)C(F)(F)F ((S)-6-(3,5-bis-trifluoromethyl-benzylamino)-4-bromo-2,3,6,7,8,9-hexahydro-1H-10-aza-cyclohepta[e]indene-10-carboxylic acid isopropyl ester). Run in O1CCOCC1 (dioxane). Conditions: temperature 110 celsius, time 2 hour. Yields the product C(C)(C)OC(=O)N1CCC[C@@H](C2=C1C=1CCCC1C(=C2)C)NCC2=CC(=CC(=C2)C(F)(F)F)C(F)(F)F ((S)-6-(3,5-Bis-trifluoromethyl-benzylamino)-4-methyl-2,3,6,7,8,9-hexahydro-1H-10-aza-cyclohepta[e]indene-10-carboxylic acid isopropyl ester). Isolated yield 79.8%. Reaction SMILES: [C:1](=O)([O-])[O-].[Cs+].[Cs+].CB(O)O.ClCCl.[CH:14]([O:17][C:18]([N:20]1[C:26]2[C:27]3[CH2:28][CH2:29][CH2:30][C:31]=3[C:32](Br)=[CH:33][C:25]=2[C@@H:24]([NH:35][CH2:36][C:37]2[CH:42]=[C:41]([C:43]([F:46])([F:45])[F:44])[CH:40]=[C:39]([C:47]([F:50])([F:49])[F:48])[CH:38]=2)[CH2:23][CH2:22][CH2:21]1)=[O:19])([CH3:16])[CH3:15]>O1CCOCC1>[CH:14]([O:17][C:18]([N:20]1[C:26]2[C:27]3[CH2:28][CH2:29][CH2:30][C:31]=3[C:32]([CH3:1])=[CH:33][C:25]=2[C@@H:24]([NH:35][CH2:36][C:37]2[CH:42]=[C:41]([C:43]([F:46])([F:45])[F:44])[CH:40]=[C:39]([C:47]([F:50])([F:49])[F:48])[CH:38]=2)[CH2:23][CH2:22][CH2:21]1)=[O:19])([CH3:16])[CH3:15] |f:0.1.2|. Procedure: Add cesium carbonate (383 mg, 2.52 mmol), methyl boronic acid (76 mg, 1.26 mmol) and [1,1′-bis(diphenylphosphino)-ferrocene]dichloropalladium (II) complex with dichloromethane (1:1) (69 mg, 0.084 mmol) to a solution of (S)-6-(3,5-bis-trifluoromethyl-benzylamino)-4-bromo-2,3,6,7,8,9-hexahydro-1H-10-aza-cyclohepta[e]indene-10-carboxylic acid isopropyl ester (500 mg, 0.84 mmol) in dioxane (7 mL). Stir the mixture under nitrogen at 110° C. for 2 h. Cool down the mixture to room temperature and filte... Starting materials: [Cu+2], O=[N+]([O-])[O-], O=[N+]([O-])[O-], O=N[O-], CCOC(=O)c1cn(C2CC2F)c2c(C)c(F)cc(N)c2c1=O, NC(N)=O, [Na+], O, O, O, O=S(=O)(O)O. The product is CCOC(=O)c1cn(C2CC2F)c2c(C)c(F)cc(O)c2c1=O. As a reaction SMILES: [Cu+2:44].[N+:40]([O-:41])([O-:42])=[O:43].[N+:45]([O-:46])([O-:47])=[O:48].[N:24](=[O:25])[O-:26].[NH2:1][c:2]1[c:3]2[c:4](=[O:23])[c:5]([C:18](=[O:19])[O:20][CH2:21][CH3:22])[cH:6][n:7]([CH:14]3[CH:15]([F:17])[CH2:16]3)[c:8]2[c:9]([CH3:13])[c:10]([F:12])[cH:11]1.[NH2:28][C:29](=[O:30])[NH2:31].[Na+:27].[OH2:37].[OH2:38].[OH2:39].[S:32](=[O:33])(=[O:34])([OH:35])[OH:36]>>[c:2]1([OH:25])[c:3]2[c:4](=[O:23])[c:5]([C:18](=[O:19])[O:20][CH2:21][CH3:22])[cH:6][n:7]([CH:14]3[CH:15]([F:17])[CH2:16]3)[c:8]2[c:9]([CH3:13])[c:10]([F:12])[cH:11]1. The reactants are C(CCl)Cl (EDC), NC1=CC=C(C=N1)C=CC(=O)O (3-(6-aminopyridin-3-yl)acrylic acid), CN1C=C(C2=CC=CC=C12)CNC (1-methyl-3-(methylaminomethyl)-1H-indole), C=1C=CC2=C(C1)N=NN2O (HOBt), O (H2O), C(C)(C)N(CC)C(C)C (diisopropylethylamine). Solvent: CN(C)C=O (DMF). Run at time 8 hour. Product: NC1=CC=C(C=N1)/C=C/C(=O)N(CC1=CN(C2=CC=CC=C12)C)C ((E)-3-(6-aminopyridin-3-yl)-N-methyl-N-(1-methyl-1H-indol-3-ylmethyl)acrylamide). Isolated yield 54.4%. RXN SMILES: C(Cl)CCl.[NH2:5][C:6]1[N:11]=[CH:10][C:9]([CH:12]=[CH:13][C:14]([OH:16])=O)=[CH:8][CH:7]=1.[CH3:17][N:18]1[C:26]2[C:21](=[CH:22][CH:23]=[CH:24][CH:25]=2)[C:20]([CH2:27][NH:28][CH3:29])=[CH:19]1.C1C=CC2N(O)N=NC=2C=1.O.C(N(C(C)C)CC)(C)C>CN(C=O)C>[NH2:5][C:6]1[N:11]=[CH:10][C:9](/[CH:12]=[CH:13]/[C:14]([N:28]([CH3:29])[CH2:27][C:20]2[C:21]3[C:26](=[CH:25][CH:24]=[CH:23][CH:22]=3)[N:18]([CH3:17])[CH:19]=2)=[O:16])=[CH:8][CH:7]=1. Reported procedure: EDC (0.35 g, 1.89 mmole) was added to a solution of 3-(6-aminopyridin-3-yl)acrylic acid (0.31 g, 1.89 mmole), 1-methyl-3-(methylaminomethyl)-1H-indole (0.30 g, 1.72 mmole), HOBt.H2O (0.24 g, 1.89 mmole) and diisopropylethylamine (0.60 mL, 3.44 mmole) in DMF (20 mL) at RT. The reaction was stirred overnight, then was concentrated in vacuo. The residue was diluted with water and extracted with ethyl acetate. The combined organic extracts were washed with brine and dried over Na2SO4. Flash chromato... The reactants are COC=CCC1=CC=CC=C1 (p-methoxyallylbenzene), ClC1=CC(=CC=C1)C(=O)OO (m-chloroperbenzoic acid). Solvent: C(Cl)(Cl)Cl (chloroform), 1l, C(Cl)(Cl)Cl (chloroform). Conditions: time 40 hour. Product: COC=CCC1=CC2C(C=C1)O2 (p-methoxyallylbenzene oxide). Yield: 62.6%. Reaction SMILES: [CH3:1][O:2][CH:3]=[CH:4][CH2:5][C:6]1[CH:11]=[CH:10][CH:9]=[CH:8][CH:7]=1.ClC1C=CC=C(C(OO)=[O:20])C=1>C(Cl)(Cl)Cl>[CH3:1][O:2][CH:3]=[CH:4][CH2:5][C:6]1[CH:11]=[CH:10][CH:9]2[O:20][CH:8]2[CH:7]=1. Procedure details: 22.2 g of p-methoxyallylbenzene was dissolved in 200 ml of chloroform and to the mixture was added dropwise, while maintaining the temperature at 0° -5° C, 31.3 g of m-chloroperbenzoic acid dissolved in 1l of chloroform. The resulting mixture was allowed to stand at the same temperature for 40 hours. After the separated m-chlorobenzoic acid was filtered off, the filtrate was washed with 5% sodium hydroxide solution, then with water and dried over anhydrous sodium sulfate. The solvent was evapora...